Task: describe an organic reaction: reactants, conditions, products, and yield. Dataset: the Open Reaction Database (ORD), a public repository of structured organic reaction records Reaction SMILES: [BH4-:14].[BH4-:20].[CH3:16][C:17](=[O:18])[CH3:19].[CH3:1][CH:2]1[C:3](=[O:13])[c:4]2[c:5]([CH3:12])[cH:6][cH:7][c:8]([CH3:11])[c:9]2[CH2:10]1.[CH3:21][CH2:22][OH:23].[Na+:15]>>[CH3:1][CH:2]1[CH:3]([OH:13])[c:4]2[c:5]([CH3:12])[cH:6][cH:7][c:8]([CH3:11])[c:9]2[CH2:10]1. Product: Cc1ccc(C)c2c1CC(C)C2O. Reactants: [BH4-], [BH4-], CC(C)=O, Cc1ccc(C)c2c1CC(C)C2=O, CCO, [Na+]. Reactants: CC1(OCCO1)C1=CC=C(O1)CN1N=CC(=C1)N (1-[5-(2-methyl-[1,3]dioxolan-2-yl)-furan-2-ylmethyl]-1H-pyrazol-4-ylamine), COC1=C(C=CC=C1)C1=C(N=C(O1)C)C(=O)O (5-(2-methoxy-phenyl)-2-methyl-oxazole-4-carboxylic acid). The product is C(C)(=O)C1=CC=C(O1)CN1N=CC(=C1)NC(=O)C=1N=C(OC1C1=C(C=CC=C1)OC)C (5-(2-Methoxy-phenyl)-2-methyl-oxazole-4-carboxylic acid [1-(5-acetyl-furan-2-ylmethyl)-1H-pyrazol-4-yl]-amide). RXN SMILES: [CH3:1][C:2]1([C:7]2[O:11][C:10]([CH2:12][N:13]3[CH:17]=[C:16]([NH2:18])[CH:15]=[N:14]3)=[CH:9][CH:8]=2)[O:6]CCO1.[CH3:19][O:20][C:21]1[CH:26]=[CH:25][CH:24]=[CH:23][C:22]=1[C:27]1[O:31][C:30]([CH3:32])=[N:29][C:28]=1[C:33](O)=[O:34]>>[C:2]([C:7]1[O:11][C:10]([CH2:12][N:13]2[CH:17]=[C:16]([NH:18][C:33]([C:28]3[N:29]=[C:30]([CH3:32])[O:31][C:27]=3[C:22]3[CH:23]=[CH:24][CH:25]=[CH:26][C:21]=3[O:20][CH3:19])=[O:34])[CH:15]=[N:14]2)=[CH:9][CH:8]=1)(=[O:6])[CH3:1]. Reported procedure: Following general procedure B followed by either C or D, 1-[5-(2-methyl-[1,3]dioxolan-2-yl)-furan-2-ylmethyl]-1H-pyrazol-4-ylamine and 5-(2-methoxy-phenyl)-2-methyl-oxazole-4-carboxylic acid. LC-MS-conditions 02: tR=0.92 min; [M+H]+=421.00. Reactants: NC=1C=CC(=C(C1)[C@]1(N=C(OCC1(F)F)N)C)F ((R)-4-(5-amino-2-fluoro-phenyl)-5,5-difluoro-4-methyl-5,6-dihydro-4H-[1,3]oxazin-2-ylamine), ClC=1C(=NN(C1)CC(F)(F)F)C(=O)O (4-chloro-1-(2,2,2-trifluoro-ethyl)-1H-pyrazole-3-carboxylic acid). Product: NC=1OCC([C@@](N1)(C)C=1C=C(C=CC1F)NC(=O)C1=NN(C=C1Cl)CC(F)(F)F)(F)F (4-Chloro-1-(2,2,2-trifluoro-ethyl)-1H-pyrazole-3-carboxylic acid [3-((R)-2-amino-5,5-difluoro-4-methyl-5,6-dihydro-4H-[1,3]oxazin-4-yl)-4-fluoro-phenyl]-amide). Reaction SMILES: [NH2:1][C:2]1[CH:3]=[CH:4][C:5]([F:18])=[C:6]([C@:8]2([CH3:17])[C:13]([F:15])([F:14])[CH2:12][O:11][C:10]([NH2:16])=[N:9]2)[CH:7]=1.[Cl:19][C:20]1[C:21]([C:30](O)=[O:31])=[N:22][N:23]([CH2:25][C:26]([F:29])([F:28])[F:27])[CH:24]=1>>[NH2:16][C:10]1[O:11][CH2:12][C:13]([F:14])([F:15])[C@:8]([C:6]2[CH:7]=[C:2]([NH:1][C:30]([C:21]3[C:20]([Cl:19])=[CH:24][N:23]([CH2:25][C:26]([F:28])([F:27])[F:29])[N:22]=3)=[O:31])[CH:3]=[CH:4][C:5]=2[F:18])([CH3:17])[N:9]=1. Procedure: The condensation of (R)-4-(5-amino-2-fluoro-phenyl)-5,5-difluoro-4-methyl-5,6-dihydro-4H-[1,3]oxazin-2-ylamine (intermediate XI-1) and 4-chloro-1-(2,2,2-trifluoro-ethyl)-1H-pyrazole-3-carboxylic acid (CAS1006448-63-0) following procedure I yielded the title compound as a white solid. MS (ISP): m/z=470.2 [M+H]+. The reactants are ClC=1SC2=C(N1)C(=CC=C2)C (2-chloro-4-methyl-1,3-benzothiazole), BrC1=CC(=C(N)C=C1)F (4-bromo-2-fluoroaniline), Cl (HCl). Solvent: CCCCO (n-BuOH). Reaction conditions: temperature 90 celsius. Product: BrC1=CC(=C(C=C1)NC=1SC2=C(N1)C(=CC=C2)C)F (N-(4-bromo-2-fluorophenyl)-4-methyl-1,3-benzothiazol-2-amine). The yield is 89.4%. Reaction SMILES: Cl[C:2]1[S:3][C:4]2[CH:10]=[CH:9][CH:8]=[C:7]([CH3:11])[C:5]=2[N:6]=1.[Br:12][C:13]1[CH:19]=[CH:18][C:16]([NH2:17])=[C:15]([F:20])[CH:14]=1.Cl>CCCCO>[Br:12][C:13]1[CH:19]=[CH:18][C:16]([NH:17][C:2]2[S:3][C:4]3[CH:10]=[CH:9][CH:8]=[C:7]([CH3:11])[C:5]=3[N:6]=2)=[C:15]([F:20])[CH:14]=1. Reported procedure: To a solution of 2-chloro-4-methyl-1,3-benzothiazole (0.25 g, 1.36 mmol) in n-BuOH (8 mL) was added 4-bromo-2-fluoroaniline (0.52 g, 2.72 mmol) and HCl (4.0 M in dioxane, 0.5 mL). The reaction was heated at 90° C. overnight. Solvent was removed by rotary evaporation and 1 N aqueous HCl was added. The aqueous layer was separated and extracted with EtOAc. The combined organic phases were washed with 1 N aqueous HCl and brine, dried over Na2SO4, filtered, and concentrated in vacuo. The residue was ... The reactants are BrC1=CC=C(OC2CN(C2)C(=O)Cl)C=C1 (3-(4-bromophenoxy)-1-azetidinecarbonyl chloride), CN1CCNCC1 (1-methylpiperazine). The solvent is O1CCCC1 (tetrahydrofuran), O (water). Reaction conditions: time 2 hour. Product: BrC1=CC=C(OC2CN(C2)C(=O)N2CCN(CC2)C)C=C1 (1-[3-(4-Bromophenoxy)-1-azetidinylcarbonyl]-4-methylpiperazine). The yield is 84.7%. As a reaction SMILES: [Br:1][C:2]1[CH:15]=[CH:14][C:5]([O:6][CH:7]2[CH2:10][N:9]([C:11](Cl)=[O:12])[CH2:8]2)=[CH:4][CH:3]=1.[CH3:16][N:17]1[CH2:22][CH2:21][NH:20][CH2:19][CH2:18]1>O1CCCC1.O>[Br:1][C:2]1[CH:15]=[CH:14][C:5]([O:6][CH:7]2[CH2:10][N:9]([C:11]([N:20]3[CH2:21][CH2:22][N:17]([CH3:16])[CH2:18][CH2:19]3)=[O:12])[CH2:8]2)=[CH:4][CH:3]=1. Reported procedure: A solution of 2.9 g (0.01 mole) of 3-(4-bromophenoxy)-1-azetidinecarbonyl chloride in 15 ml of tetrahydrofuran was treated while stirring with 1 g (0.01 mole) of 1-methylpiperazine and stirred for 2 hr. The paste-like slurry was diluted with water and the solid was collected by filtration (4 g, wet). Recrystallization from benzene/ligroin yielded 3.0 g of white crystalline product, m.p. 91°-95° C. The solid and 1.16 g of fumaric were dissolved in isopropanol by boiling until a clear solution was... Reactants: C(=O)(OC(C)(C)C)N[C@@H](CCCCNC(=O)OCC1=CC=CC=C1)C(=O)O (Nα -Boc-Nε -Cbz-L-lysine), C([O-])([O-])=O.[Cs+].[Cs+] (cesium carbonate). The solvent is CO (methanol), O (water). Reaction conditions: time 8 hour. Product: COC([C@@H](NC(=O)OC(C)(C)C)CCCCNC(=O)OCC1=CC=CC=C1)=O (Nα -Boc-Nε -Cbz-L-lysine methyl ester). Reaction SMILES: [C:1]([NH:8][C@H:9]([C:25]([OH:27])=[O:26])[CH2:10][CH2:11][CH2:12][CH2:13][NH:14][C:15]([O:17][CH2:18][C:19]1[CH:24]=[CH:23][CH:22]=[CH:21][CH:20]=1)=[O:16])([O:3][C:4]([CH3:7])([CH3:6])[CH3:5])=[O:2].[C:28](=O)([O-])[O-].[Cs+].[Cs+]>CO.O>[CH3:28][O:26][C:25](=[O:27])[C@H:9]([CH2:10][CH2:11][CH2:12][CH2:13][NH:14][C:15]([O:17][CH2:18][C:19]1[CH:24]=[CH:23][CH:22]=[CH:21][CH:20]=1)=[O:16])[NH:8][C:1]([O:3][C:4]([CH3:7])([CH3:6])[CH3:5])=[O:2] |f:1.2.3|. Reported procedure: Dissolve 10.45 g of Nα -Boc-Nε -Cbz-L-lysine in 125 ml methanol and 17 ml water. Neutralize the solution with 27.5 ml of 0.5M cesium carbonate solution and concentrate the resulting solution to a syrup at aspirator pressure and 35° C. Dissolve the syrup in 100 ml. dimethylformamide and concentrate; repeat once more. Dissolve the residue in 75 ml. dimethylformamide and 2.7 ml. methyi iodide. Stir the reaction mixture overnight at room temperature then remove the dimethylformamide under vacuum (oi...